From a dataset of the Open Reaction Database (ORD), a public repository of structured organic reaction records. describe an organic reaction: reactants, conditions, products, and yield The solvent is C1CCOC1 (THF), C(C)OCC (diethylether). RXN SMILES: [Br:1][CH2:2][C:3]1[CH:12]=[CH:11][C:6]([C:7](OC)=[O:8])=[CH:5][C:4]=1[O:13][Si:14]([C:17]([CH3:20])([CH3:19])[CH3:18])([CH3:16])[CH3:15].[H-].C([Al+]CC(C)C)C(C)C.[K].C(C(C(C([O-])=O)O)O)([O-])=O.[Na+].[Na+]>C1COCC1.C(OCC)C>[Br:1][CH2:2][C:3]1[CH:12]=[CH:11][C:6]([CH2:7][OH:8])=[CH:5][C:4]=1[O:13][Si:14]([C:17]([CH3:20])([CH3:19])[CH3:18])([CH3:15])[CH3:16] |f:1.2,4.5.6,^1:30|. Procedure: A solution of methyl 4-(bromomethyl)-3-[[(1,1-dimethylethyl)dimethylsilyl]oxy]benzoate (1.59 g, 4.2 mmol) from Preparation 14 in THF 15 mL), cooled to -78° C. is treated with diisobutylaluminum hydride (1M, 10.4 mL, 10.4 mmol). The reaction mixture is stirred for 3.5 hours. The reaction mixture is treated with 20 mL of a saturated potassium-, sodium-tartrate solution, diethylether (200 mL) and is allowed to warm to room temperature. The organic phase is separated, dried (MgSO4), and concentrated... Run at temperature -78 celsius, time 3.5 hour. Reactants: BrCC1=C(C=C(C(=O)OC)C=C1)O[Si](C)(C)C(C)(C)C (methyl 4-(bromomethyl)-3-[[(1,1-dimethylethyl)dimethylsilyl]oxy]benzoate), [K] (potassium), C(=O)([O-])C(O)C(O)C(=O)[O-].[Na+].[Na+] (sodium-tartrate), [H-].C(C(C)C)[Al+]CC(C)C (diisobutylaluminum hydride). Yields the product BrCC1=C(C=C(C=C1)CO)O[Si](C)(C)C(C)(C)C (4-(bromomethyl)-3-[[(1,1-dimethylethyl)dimethylsilyl]oxy]benzenemethanol). Starting materials: N (ammonia), C[Si](N[Si](C)(C)C)(C)C (hexamethyldisilazane), S1(=O)(=O)NC(=O)C2=CC=CC=C12 (saccharin), di-4-nitrophenyl N-(4-toluenesulfonyl)-phosphoramidate, S(O)(O)(=O)=O (sulfuric acid), N (ammonia). Run in C(C)#N (acetonitrile), O (water). Yields the product C[Si](C)(C)N1S(=O)(=O)C2=CC=CC=C2C1=O (trimethylsilylsaccharin). Isolated yield 102.0%. As a reaction SMILES: [CH3:1][Si:2]([CH3:9])([CH3:8])[NH:3][Si](C)(C)C.[S:10]1([C:21]2[C:16](=[CH:17][CH:18]=[CH:19][CH:20]=2)[C:14](=[O:15])N1)(=[O:12])=[O:11].N.S(=O)(=O)(O)O>O.C(#N)C>[CH3:1][Si:2]([N:3]1[C:14](=[O:15])[C:16]2[C:21](=[CH:20][CH:19]=[CH:18][CH:17]=2)[S:10]1(=[O:12])=[O:11])([CH3:9])[CH3:8]. Procedure: 2 ml (9.6 mmoles) of hexamethyldisilazane were added to a refluxing mixture of 1.83 mg (10 mmoles) of saccharin, 10 mg (0.02 mmole) of di-4-nitrophenyl N-(4-toluenesulfonyl)-phosphoramidate and 20 ml of acetonitrile under dry nitrogen and the ammonia evolved was led into water by the nitrogen stream and was titrated with 1 N sulfuric acid. The calculated amount of ammonia was evolved within 0.5 hour and the solvent and other volatile materials were removed by evaporation in a rotating film evapo... Reactants: C(C=CC1=CC=CC=C1)(=O)Cl (cinnamoyl chloride), C(O)([O-])=O.[Na+] (Sodium hydrogen carbonate), Cl.NC(C(=O)OC)C(CC)=O (methyl 2-amino-3-oxovalerate hydrochloride), O (water). Run in C(C)(=O)OCC (ethyl acetate), C(C)(=O)OCC (ethyl acetate). The product is C(C=CC1=CC=CC=C1)(=O)NC(C(=O)OC)C(CC)=O (methyl 2-cinnamoylamino-3-oxovalerate). RXN SMILES: C(=O)([O-])O.[Na+].Cl.[NH2:7][CH:8]([C:13](=[O:16])[CH2:14][CH3:15])[C:9]([O:11][CH3:12])=[O:10].O.[C:18](Cl)(=[O:27])[CH:19]=[CH:20][C:21]1[CH:26]=[CH:25][CH:24]=[CH:23][CH:22]=1>C(OCC)(=O)C>[C:18]([NH:7][CH:8]([C:13](=[O:16])[CH2:14][CH3:15])[C:9]([O:11][CH3:12])=[O:10])(=[O:27])[CH:19]=[CH:20][C:21]1[CH:26]=[CH:25][CH:24]=[CH:23][CH:22]=1 |f:0.1,2.3|. Procedure: Sodium hydrogen carbonate (10.0 g) was added to a mixture of methyl 2-amino-3-oxovalerate hydrochloride (9.1 g), ethyl acetate (50 ml) and water (40 ml) with ice-cooling and stirring followed by dropwise addition of a solution of cinnamoyl chloride (8.3 g) in ethyl acetate (10 ml). The whole mixture was stirred under ice-cooling for 2 hours and the ethyl acetate layer was separated. The aqueous layer was extracted with ethyl acetate. The ethyl acetate layers were combined, washed with water and ... Starting materials: COC(=O)CCCCCCCCBr, COC(=O)C=Cc1c(O)cccc1C#CCCCCO. Product: COC(=O)C=Cc1c(C#CCCCCO)cccc1OCCCCCCCCC(=O)OC. As a reaction SMILES: [Br:21][CH2:22][CH2:23][CH2:24][CH2:25][CH2:26][CH2:27][CH2:28][CH2:29][C:30](=[O:31])[O:32][CH3:33].[CH3:1][O:2][C:3]([CH:4]=[CH:5][c:6]1[c:7]([OH:19])[cH:8][cH:9][cH:10][c:11]1[C:12]#[C:13][CH2:14][CH2:15][CH2:16][CH2:17][OH:18])=[O:20]>>[CH3:1][O:2][C:3]([CH:4]=[CH:5][c:6]1[c:7]([O:19][CH2:22][CH2:23][CH2:24][CH2:25][CH2:26][CH2:27][CH2:28][CH2:29][C:30](=[O:31])[O:32][CH3:33])[cH:8][cH:9][cH:10][c:11]1[C:12]#[C:13][CH2:14][CH2:15][CH2:16][CH2:17][OH:18])=[O:20]. Starting materials: Cn1ccc(N)n1, Cc1ccc2ccnc(Cl)c2n1. The product is Cc1ccc2ccnc(Nc3ccn(C)n3)c2n1. RXN SMILES: [CH3:13][n:14]1[n:15][c:16]([NH2:19])[cH:17][cH:18]1.[Cl:1][c:2]1[n:3][cH:4][cH:5][c:6]2[cH:7][cH:8][c:9]([CH3:12])[n:10][c:11]12>>[c:2]1([NH:19][c:16]2[n:15][n:14]([CH3:13])[cH:18][cH:17]2)[n:3][cH:4][cH:5][c:6]2[cH:7][cH:8][c:9]([CH3:12])[n:10][c:11]12.